This data is from the Open Reaction Database (ORD), a public repository of structured organic reaction records. The task is: describe an organic reaction: reactants, conditions, products, and yield The reactants are 6a, FC(CCNC(C1=C(C=C(C(=C1)[N+](=O)[O-])NC)Cl)=O)(F)F (N-(3,3,3-trifluoro-propyl)-2-chloro-4-methylamino-5-nitro-benzoic acid amide), FC(CCNC(C1=C(C=C(C(=C1)[N+](=O)[O-])NC)Cl)=O)(F)F (N-(3,3,3-trifluoro-propyl)-2-chloro-4-methylamino-5-nitro-benzoic acid amide), FC(C1CCNCC1)(F)F (4-trifluormethyl-piperidine), Cl (HCl), CCN(C(C)C)C(C)C (DIPEA). The solvent is CC#N (MeCN). The product is FC(CCNC(C1=C(C=C(C(=C1)[N+](=O)[O-])NC)N1CCC(CC1)C(F)(F)F)=O)(F)F (N-(3,3,3-Trifluoro-propyl)-2-[4-trifluoromethyl-piperidinyl]-4-methylamino-5-nitro-benzoic acid amide). RXN SMILES: [F:1][C:2]([F:21])([F:20])[CH2:3][CH2:4][NH:5][C:6](=[O:19])[C:7]1[CH:12]=[C:11]([N+:13]([O-:15])=[O:14])[C:10]([NH:16][CH3:17])=[CH:9][C:8]=1Cl.[F:22][C:23]([F:31])([F:30])[CH:24]1[CH2:29][CH2:28][NH:27][CH2:26][CH2:25]1.Cl.CCN(C(C)C)C(C)C>CC#N>[F:1][C:2]([F:21])([F:20])[CH2:3][CH2:4][NH:5][C:6](=[O:19])[C:7]1[CH:12]=[C:11]([N+:13]([O-:15])=[O:14])[C:10]([NH:16][CH3:17])=[CH:9][C:8]=1[N:27]1[CH2:28][CH2:29][CH:24]([C:23]([F:31])([F:30])[F:22])[CH2:25][CH2:26]1. Procedure details: The sub-title compound is prepared in analogy to 6a from N-(3,3,3-trifluoro-propyl)-2-chloro-4-methylamino-5-nitro-benzoic acid amide (compound 81a; 2.0 g, 6.5 mmol), 4-trifluormethyl-piperidine×HCl (2.45 g, 13 mmol), DIPEA (4.9 mL, 29 mmol) and MeCN (25 mL) in a pressure flask at 80° C. The reactants are FC(F)(F)Oc1cccc(CBr)c1, O, O=[N+]([O-])O. The product is O=[N+]([O-])c1ccc(OC(F)(F)F)cc1CBr. Reaction SMILES: [F:5][C:6]([O:7][c:8]1[cH:9][c:10]([CH2:11][Br:12])[cH:13][cH:14][cH:15]1)([F:16])[F:17].[OH2:18].[OH:1][N+:2]([O-:3])=[O:4]>>[O-:1][N+:2](=[O:4])[c:13]1[c:10]([CH2:11][Br:12])[cH:9][c:8]([O:7][C:6]([F:5])([F:16])[F:17])[cH:15][cH:14]1. Reactants: C(C)(C)(C)OC(=O)CN[C@@H]([C@H](CCC1=CC=CC=C1)C1=CC=C(C=C1)OC1=CC=CC=C1)C (N-(tert-butoxycarbonylmethyl)-{(1R,2R)-1-methyl-2-(4-phenoxyphenyl)-4-phenylbutyl}amine), O1C(O[C@@H]([C@H]1C(=O)OC(C)(C)C)C(=O)[O-])(C(=O)OCC[Si](C)(C)C)C(=O)OCC[Si](C)(C)C (5-tert-butyl 2,2-bis{2-(trimethylsilyl)ethyl} (4S,5S)-1,3-dioxolane-2,2,4,5-tetracarboxylate), C(C1=CC=CC=C1)OC(=O)CN[C@@H]([C@H](CCC1=CC=CC=C1)C1=CC=C(C=C1)OC1=CC=CC=C1)C (N-(benzyloxycarbonylmethyl)-{(1R,2R)-1-methyl-2-(4-phenoxyphenyl)-4-phenylbutyl}amine), O1C(O[C@H]([C@@H]1C(=O)OC(C)(C)C)C(=O)[O-])(C(=O)OCC)C(=O)OCC (5-tert-butyl 2,2-diethyl (4R,5R)-1,3-dioxolane-2,2,4,5-tetracarboxylate). Product: C(C1=CC=CC=C1)OC(=O)CN(C(=O)[C@H]1OC(O[C@@H]1C(=O)OC(C)(C)C)(C(=O)OCC[Si](C)(C)C)C(=O)OCC[Si](C)(C)C)[C@@H]([C@H](CCC1=CC=CC=C1)C1=CC=C(C=C1)OC1=CC=CC=C1)C (5-tert-butyl 2,2-bis{2-(trimethylsilyl)ethyl} (4S,5S)-4-[N-(benzyloxycarbonylmethyl)-N-{(1R,2R)-1-methyl-2-(4-phenoxyphenyl)-4-phenylbutyl}carbamoyl]-1,3-dioxolane-2,2,5-tricarboxylate). Reaction SMILES: C(OC(CN[C@H](C)[C@@H](C1C=CC(OC2C=CC=CC=2)=CC=1)CCC1C=CC=CC=1)=O)(C)(C)C.[CH2:34]([O:41][C:42]([CH2:44][NH:45][C@H:46]([CH3:69])[C@@H:47]([C:56]1[CH:61]=[CH:60][C:59]([O:62][C:63]2[CH:68]=[CH:67][CH:66]=[CH:65][CH:64]=2)=[CH:58][CH:57]=1)[CH2:48][CH2:49][C:50]1[CH:55]=[CH:54][CH:53]=[CH:52][CH:51]=1)=[O:43])[C:35]1[CH:40]=[CH:39][CH:38]=[CH:37][CH:36]=1.O1[C@@H](C(OC(C)(C)C)=O)[C@H](C([O-])=O)OC1(C(OCC)=O)C(OCC)=O.[O:95]1[C@H:99]([C:100]([O:102][C:103]([CH3:106])([CH3:105])[CH3:104])=[O:101])[C@@H:98]([C:107]([O-])=[O:108])[O:97][C:96]1([C:119]([O:121][CH2:122][CH2:123][Si:124]([CH3:127])([CH3:126])[CH3:125])=[O:120])[C:110]([O:112][CH2:113][CH2:114][Si:115]([CH3:118])([CH3:117])[CH3:116])=[O:111]>>[CH2:34]([O:41][C:42]([CH2:44][N:45]([C@H:46]([CH3:69])[C@@H:47]([C:56]1[CH:57]=[CH:58][C:59]([O:62][C:63]2[CH:64]=[CH:65][CH:66]=[CH:67][CH:68]=2)=[CH:60][CH:61]=1)[CH2:48][CH2:49][C:50]1[CH:55]=[CH:54][CH:53]=[CH:52][CH:51]=1)[C:107]([C@@H:98]1[C@@H:99]([C:100]([O:102][C:103]([CH3:106])([CH3:105])[CH3:104])=[O:101])[O:95][C:96]([C:119]([O:121][CH2:122][CH2:123][Si:124]([CH3:125])([CH3:126])[CH3:127])=[O:120])([C:110]([O:112][CH2:113][CH2:114][Si:115]([CH3:116])([CH3:118])[CH3:117])=[O:111])[O:97]1)=[O:108])=[O:43])[C:35]1[CH:36]=[CH:37][CH:38]=[CH:39][CH:40]=1. Reported procedure: The above identified compound was obtained by carrying out the same reaction as in Example 19(1) except that instead of N-(tert-butoxycarbonylmethyl)-{(1R,2R)-1-methyl-2-(4-phenoxyphenyl)-4-phenylbutyl}amine used as the starting material in Example 19(1), N-(benzyloxycarbonylmethyl)-{(1R,2R)-1-methyl-2-(4-phenoxyphenyl)-4-phenylbutyl}amine obtained in Example 52, was used, and instead of 5-tert-butyl 2,2-diethyl (4R,5R)-1,3-dioxolane-2,2,4,5-tetracarboxylate, 5-tert-butyl 2,2-bis{2-(trimethylsil...